The task is: describe an organic reaction: reactants, conditions, products, and yield. This data is from the Open Reaction Database (ORD), a public repository of structured organic reaction records. The reactants are CN(C1=C2C=CC=C(C2=CC=C1)S(=O)(=O)Cl)C (5-dimethylamino-1-naphthalenesulphonyl chloride), [H-].[Na+] (sodium hydride), NC1=NC=C(C=C1Cl)Cl (2-amino-3,5-dichloropyridine), [H][H] (hydrogen). Run in COCCOC (1,2-dimethoxyethane). Run at temperature 75 celsius. Product: CN(C1=C2C=CC=C(C2=CC=C1)S(=O)(=O)NC1=NC=C(C=C1Cl)Cl)C (5-(dimethylamino)-N-(3,5-dichloro-2-pyridyl)-1-naphthalenesulphonamide). Isolated yield 6.6%. RXN SMILES: [H-].[Na+].[NH2:3][C:4]1[C:9]([Cl:10])=[CH:8][C:7]([Cl:11])=[CH:6][N:5]=1.[H][H].[CH3:14][N:15]([CH3:30])[C:16]1[CH:25]=[CH:24][CH:23]=[C:22]2[C:17]=1[CH:18]=[CH:19][CH:20]=[C:21]2[S:26](Cl)(=[O:28])=[O:27]>COCCOC>[CH3:14][N:15]([CH3:30])[C:16]1[CH:25]=[CH:24][CH:23]=[C:22]2[C:17]=1[CH:18]=[CH:19][CH:20]=[C:21]2[S:26]([NH:3][C:4]1[C:9]([Cl:10])=[CH:8][C:7]([Cl:11])=[CH:6][N:5]=1)(=[O:28])=[O:27] |f:0.1|. Procedure: Oil-free sodium hydride (48 mg) was added to a solution of 2-amino-3,5-dichloropyridine (326 mg) in 1,2-dimethoxyethane (20 ml). After evolution of hydrogen ceased, 5-dimethylamino-1-naphthalenesulphonyl chloride (540 mg) was added and the mixture was heated at 75° C. for 3 days. Volatile material was removed by evaporation and the residue was purified by flash chromatography. Elution with dichloromethane/hexane (3:2 v/v) and trituration of the resulting foam with ether/hexane (1:10 v/v) gave 5-... Starting materials: Cl.Cl.CN1CCN(CC1)CC(C1=CC(=CC=C1)OC1=CC=CC=C1)C1(CCCCC1)O (1-[2-(4-methylpiperazin-1-yl)-1-(3-phenoxyphenyl)ethyl]cyclohexanol dihydrochloride), CN1CCN(CC1)C(C(C1=CC=C(C=C1)OC1=CC=CC=C1)C1(CCCCC1)O)=O (1-[2-(4-methylpiperazin-1-yl)-1-(4-phenoxyphenyl)-2-oxoethy]cyclohexanol). The product is Cl.Cl.CN1CCN(CC1)CC(C1=CC=C(C=C1)OC1=CC=CC=C1)C1(CCCCC1)O (1-[2-(4-methylpiperazin-1-yl)-1-(4-phenoxyphenyl)ethyl]cyclohexanol Dihydrochloride). RXN SMILES: [ClH:1].Cl.CN1CCN(CC(C2(O)CCCCC2)C2C=CC=C(OC3C=CC=CC=3)C=2)CC1.[CH3:32][N:33]1[CH2:38][CH2:37][N:36]([C:39](=O)[CH:40]([C:54]2([OH:60])[CH2:59][CH2:58][CH2:57][CH2:56][CH2:55]2)[C:41]2[CH:46]=[CH:45][C:44]([O:47][C:48]3[CH:53]=[CH:52][CH:51]=[CH:50][CH:49]=3)=[CH:43][CH:42]=2)[CH2:35][CH2:34]1>>[ClH:1].[ClH:1].[CH3:32][N:33]1[CH2:38][CH2:37][N:36]([CH2:39][CH:40]([C:54]2([OH:60])[CH2:55][CH2:56][CH2:57][CH2:58][CH2:59]2)[C:41]2[CH:42]=[CH:43][C:44]([O:47][C:48]3[CH:49]=[CH:50][CH:51]=[CH:52][CH:53]=3)=[CH:45][CH:46]=2)[CH2:35][CH2:34]1 |f:0.1.2,4.5.6|. Reported procedure: In an analogous manner to Example 1, step 2 1-[2-(4-methylpiperazin-1-yl)-1-(3-phenoxyphenyl)ethyl]cyclohexanol dihydrochloride was prepared from 1-[2-(4-methylpiperazin-1-yl)-1-(4-phenoxyphenyl)-2-oxoethy]cyclohexanol. MS(ESI) m/z 395 ([M+H]+). Anal Calcd for C25H34N2O22HCl 0.9H2O: C, 62.08; H, 7.88: N, 5.79. Found: C, 62.26; H, 8.11; N, 5.70. Reactants: COC(=O)c1ccc2oc3cc(S(C)=O)ccc3c(=O)c2c1, CCO, [Na+], [OH-]. The product is CS(=O)c1ccc2c(=O)c3cc(C(=O)O)ccc3oc2c1. RXN SMILES: [CH3:1][S:2](=[O:3])[c:4]1[cH:5][c:6]2[o:7][c:8]3[cH:9][cH:10][c:11]([C:19](=[O:20])[O:21][CH3:22])[cH:12][c:13]3[c:14](=[O:18])[c:15]2[cH:16][cH:17]1.[CH3:25][CH2:26][OH:27].[Na+:24].[OH-:23]>>[CH3:1][S:2](=[O:3])[c:4]1[cH:5][c:6]2[o:7][c:8]3[cH:9][cH:10][c:11]([C:19](=[O:20])[OH:21])[cH:12][c:13]3[c:14](=[O:18])[c:15]2[cH:16][cH:17]1. Starting materials: N1(CCOCC1)C1=C(OC=2C=CC(=C(C2)N(C(OC(C)(C)C)=O)C)[N+](=O)[O-])C=CC=C1 (t-butyl N-{5-[2-(morpholin-4-yl)phenoxy]-2-nitrophenyl}-N-methylcarbamate). Reagents/catalysts: [Pd] (palladium on carbon). Solvent: CO (methanol). Yields the product NC1=C(C=C(C=C1)OC1=C(C=CC=C1)N1CCOCC1)N(C(OC(C)(C)C)=O)C (t-Butyl N-{2-amino-5-[2-(morpholin-4-yl)phenoxy]phenyl}-N-methylcarbamate). The yield is 89.6%. Reaction SMILES: [N:1]1([C:7]2[CH:31]=[CH:30][CH:29]=[CH:28][C:8]=2[O:9][C:10]2[CH:11]=[CH:12][C:13]([N+:25]([O-])=O)=[C:14]([N:16]([CH3:24])[C:17](=[O:23])[O:18][C:19]([CH3:22])([CH3:21])[CH3:20])[CH:15]=2)[CH2:6][CH2:5][O:4][CH2:3][CH2:2]1>[Pd].CO>[NH2:25][C:13]1[CH:12]=[CH:11][C:10]([O:9][C:8]2[CH:28]=[CH:29][CH:30]=[CH:31][C:7]=2[N:1]2[CH2:6][CH2:5][O:4][CH2:3][CH2:2]2)=[CH:15][C:14]=1[N:16]([CH3:24])[C:17](=[O:23])[O:18][C:19]([CH3:20])([CH3:21])[CH3:22]. Procedure: By using 1.44 g of t-butyl N-{5-[2-(morpholin-4-yl)phenoxy]-2-nitrophenyl}-N-methylcarbamate, 0.20 g of 10% palladium on carbon and 50 ml of methanol, reaction and purification were carried out in a similar manner to Reference Example 7, whereby 1.20 g of the title compound was obtained. Starting materials: CI, CC(C)=O, O=C(O)C(=O)c1c[nH]c2cccc(F)c12, [K+], [OH-]. Product: Cn1cc(C(=O)C(=O)O)c2c(F)cccc21. Reaction SMILES: [CH3:18][I:19].[CH3:20][C:21](=[O:22])[CH3:23].[F:3][c:4]1[c:5]2[c:6]([C:13]([C:14](=[O:15])[OH:16])=[O:17])[cH:7][nH:8][c:9]2[cH:10][cH:11][cH:12]1.[K+:2].[OH-:1]>>[F:3][c:4]1[c:5]2[c:6]([C:13]([C:14](=[O:15])[OH:16])=[O:17])[cH:7][n:8]([CH3:18])[c:9]2[cH:10][cH:11][cH:12]1. Starting materials: O=C(O)C(Br)CCCl, CCCC[N+](CCCC)(CCCC)CCCC, CC(C)CN, [Cl-], ClCCl, [Na+], [OH-], O, O=S(=O)([O-])O. The product is CC(C)CN1CCC(Br)C1=O. RXN SMILES: [Br:9][CH:10]([C:11](=[O:12])[OH:16])[CH2:14][CH2:15][Cl:13].[CH2:22]([N+:23]([CH2:24][CH2:25][CH2:26][CH3:27])([CH2:28][CH2:29][CH2:30][CH3:31])[CH2:32][CH2:33][CH2:34][CH3:35])[CH2:36][CH2:37][CH3:38].[CH2:3]([CH:4]([CH3:5])[CH3:6])[NH2:7].[Cl-:8].[Cl:39][CH2:40][Cl:41].[Na+:2].[OH-:1].[OH2:42].[S:17]([O-:18])([OH:19])(=[O:20])=[O:21]>>[CH2:3]([CH:4]([CH3:5])[CH3:6])[N:7]1[C:11](=[O:12])[CH:10]([Br:9])[CH2:14][CH2:15]1.